Dataset: the Open Reaction Database (ORD), a public repository of structured organic reaction records. Task: describe an organic reaction: reactants, conditions, products, and yield Starting materials: BrC=1C=CC(=C(C1)S(=O)(=O)C)Cl (5-bromo-2-chloro-methanesulfonyl-benzene), N1CCNCC1 (piperazine). Yields the product ClC1=C(C=C(C=C1)N1CCNCC1)S(=O)(=O)C (1-(4-Chloro-3-methanesulfonyl-phenyl)-piperazine). RXN SMILES: Br[C:2]1[CH:3]=[CH:4][C:5]([Cl:12])=[C:6]([S:8]([CH3:11])(=[O:10])=[O:9])[CH:7]=1.[NH:13]1[CH2:18][CH2:17][NH:16][CH2:15][CH2:14]1>>[Cl:12][C:5]1[CH:4]=[CH:3][C:2]([N:13]2[CH2:18][CH2:17][NH:16][CH2:15][CH2:14]2)=[CH:7][C:6]=1[S:8]([CH3:11])(=[O:10])=[O:9]. Procedure details: Beginning with 5-bromo-2-chloro-methanesulfonyl-benzene and piperazine, the title compound was recovered by the procedure described in Example 1. MS m/z (rel. intensity, 70 eV)) 274 (M+, 20), 234 (40), 232 (bp), 153 (9), 56 (12). Starting materials: C(CC=C)C1=NC=C2C(NC=3C(=NC(=NC3N21)N2C(=NC=C2)CCC=C)CC)=O (9-(3-Butenyl)-2-(2-(3-butenyl)-1H-imidazol-1-yl)-4-ethylimidazo[5,1-h]pteridin-6(5H)-one), N1C=NC=C1 (imidazole). Yields the product C(CC=C)C1=NC=C2C(NC=3C(=NC(=NC3N21)N2C=NC=C2)CC)=O (9-(3-Butenyl)-2-(1H-imidazol-1-yl)-4-ethylimidazo[5,1-h]pteridin-6(5H)-one). Reaction SMILES: [CH2:1]([C:5]1[N:17]2[C:8]([C:9](=[O:29])[NH:10][C:11]3[C:12]([CH2:27][CH3:28])=[N:13][C:14]([N:18]4[CH:22]=[CH:21][N:20]=[C:19]4CCC=C)=[N:15][C:16]=32)=[CH:7][N:6]=1)[CH2:2][CH:3]=[CH2:4].N1C=CN=C1>>[CH2:1]([C:5]1[N:17]2[C:8]([C:9](=[O:29])[NH:10][C:11]3[C:12]([CH2:27][CH3:28])=[N:13][C:14]([N:18]4[CH:22]=[CH:21][N:20]=[CH:19]4)=[N:15][C:16]=32)=[CH:7][N:6]=1)[CH2:2][CH:3]=[CH2:4]. Procedure: Prepared by treatment of the product of Example 9h with excess imidazole at 200° C. Starting materials: CC(=O)O, C1CCOC1, O, c1ccc(-c2nn3c(c2-c2ccnc4cc(OCCOC5CCCCO5)ccc24)CCC3)nc1. Yields the product OCCOc1ccc2c(-c3c(-c4ccccn4)nn4c3CCC4)ccnc2c1. As a reaction SMILES: [C:41]([OH:42])(=[O:43])[CH3:44].[O:36]1[CH2:37][CH2:38][CH2:39][CH2:40]1.[OH2:35].[n:1]1[c:2](-[c:7]2[c:8](-[c:15]3[cH:16][cH:17][n:18][c:19]4[cH:20][c:21]([O:25][CH2:26][CH2:27][O:28][CH:29]5[CH2:30][CH2:31][CH2:32][CH2:33][O:34]5)[cH:22][cH:23][c:24]34)[c:9]3[n:10]([n:11]2)[CH2:12][CH2:13][CH2:14]3)[cH:3][cH:4][cH:5][cH:6]1>>[n:1]1[c:2](-[c:7]2[c:8](-[c:15]3[cH:16][cH:17][n:18][c:19]4[cH:20][c:21]([O:25][CH2:26][CH2:27][OH:28])[cH:22][cH:23][c:24]34)[c:9]3[n:10]([n:11]2)[CH2:12][CH2:13][CH2:14]3)[cH:3][cH:4][cH:5][cH:6]1. Reactants: ClCCl, O=C(O)C(F)(F)F, CC(C)(C)OC(=O)N1CCCC(CN2CCN(C(=O)Nc3ccccc3)CC2)C1. Product: O=C(Nc1ccccc1)N1CCN(CC2CCCNC2)CC1. RXN SMILES: [Cl:37][CH2:38][Cl:39].[F:30][C:31]([F:32])([F:33])[C:34]([OH:35])=[O:36].[NH:1]([c:2]1[cH:3][cH:4][cH:5][cH:6][cH:7]1)[C:8](=[O:9])[N:10]1[CH2:11][CH2:12][N:13]([CH2:16][CH:17]2[CH2:18][N:19]([C:23]([O:24][C:25]([CH3:26])([CH3:27])[CH3:28])=[O:29])[CH2:20][CH2:21][CH2:22]2)[CH2:14][CH2:15]1>>[NH:1]([c:2]1[cH:3][cH:4][cH:5][cH:6][cH:7]1)[C:8](=[O:9])[N:10]1[CH2:11][CH2:12][N:13]([CH2:16][CH:17]2[CH2:18][NH:19][CH2:20][CH2:21][CH2:22]2)[CH2:14][CH2:15]1. The product is O=[N+]([O-])c1ccc(F)cc1OCc1ccccc1. The reactants are BrCc1ccccc1, O=C([O-])[O-], CC#N, CCOC(C)=O, [Cs+], [Cs+], O=[N+]([O-])c1ccc(F)cc1O. RXN SMILES: [Br:12][CH2:13][c:14]1[cH:15][cH:16][cH:17][cH:18][cH:19]1.[C:20](=[O:21])([O-:22])[O-:23].[CH3:26][C:27]#[N:28].[CH3:29][CH2:30][O:31][C:32](=[O:33])[CH3:34].[Cs+:24].[Cs+:25].[F:1][c:2]1[cH:3][cH:4][c:5]([N+:9](=[O:10])[O-:11])[c:6]([OH:8])[cH:7]1>>[F:1][c:2]1[cH:3][cH:4][c:5]([N+:9](=[O:10])[O-:11])[c:6]([O:8][CH2:13][c:14]2[cH:15][cH:16][cH:17][cH:18][cH:19]2)[cH:7]1. The reactants are CN(C)C=O, CCOC(C)=O, CC(C)COc1ccc(C=O)cc1CCl, [H-], [I-], [Na+], [Na+], c1ccc(-c2cc3ccccc3[nH]2)cc1. The product is CC(C)COc1ccc(C=O)cc1Cn1c(-c2ccccc2)cc2ccccc21. As a reaction SMILES: [CH3:35][N:36]([CH3:37])[CH:38]=[O:39].[CH3:40][CH2:41][O:42][C:43](=[O:44])[CH3:45].[Cl:18][CH2:19][c:20]1[cH:21][c:22]([CH:23]=[O:24])[cH:25][cH:26][c:27]1[O:28][CH2:29][CH:30]([CH3:31])[CH3:32].[H-:16].[I-:34].[Na+:17].[Na+:33].[c:1]1(-[c:7]2[nH:8][c:9]3[cH:10][cH:11][cH:12][cH:13][c:14]3[cH:15]2)[cH:2][cH:3][cH:4][cH:5][cH:6]1>>[c:1]1(-[c:7]2[n:8]([CH2:19][c:20]3[cH:21][c:22]([CH:23]=[O:24])[cH:25][cH:26][c:27]3[O:28][CH2:29][CH:30]([CH3:31])[CH3:32])[c:9]3[cH:10][cH:11][cH:12][cH:13][c:14]3[cH:15]2)[cH:2][cH:3][cH:4][cH:5][cH:6]1.